From a dataset of the Open Reaction Database (ORD), a public repository of structured organic reaction records. describe an organic reaction: reactants, conditions, products, and yield Starting materials: C([O-])(O)=O.[Na+] (sodium bicarbonate), C(CC(O)(C(=O)O)CC(=O)O)(=O)O (citric acid), C(C(O)CC(=O)O)(=O)O (malic acid), C([C@@H]1[C@H]([C@@H]([C@H](C(=O)O1)O)O)O)O (gluconic acid delta-lactone). The product is C(CC(O)(C(=O)O)CC(=O)O)(=O)[O-].[Na+] (monosodium citrate). Reaction SMILES: [C:1]([OH:13])(=[O:12])[CH2:2][C:3]([CH2:8][C:9]([OH:11])=[O:10])([C:5]([OH:7])=[O:6])[OH:4].C(O)(=O)C(CC(O)=O)O.C(O)[C@H]1OC(=O)[C@H](O)[C@@H](O)[C@@H]1O.C(=O)(O)[O-].[Na+:39]>>[C:1]([O-:13])(=[O:12])[CH2:2][C:3]([CH2:8][C:9]([OH:11])=[O:10])([C:5]([OH:7])=[O:6])[OH:4].[Na+:39] |f:3.4,5.6|. Procedure details: Process: Heat citric acid and malic acid to 60° C. and moisten with 6 ml of a gluconic acid delta-lactone solution (10 parts of gluconic acid delta-lactone, 5 parts of water). Add sodium bicarbonate I and allow reaction to give monosodium citrate; then allow sodium bicarbonate II to undergo partial reaction (partial conversion to the citrate). Add citric acid powder and cover the surface by partial reaction. Add sodium carbonate and allow to undergo partial reaction and finally dry in vacuo. Thi... Product: NCCCN(C1CC2=CC(=C(C=C2CC1)OC)OC)C (1-Amino-3-[N-methyl-N-(6,7-dimethoxy-1,2,3,4-tetrahydronaphth-2-yl)-amino]-propane). Reported procedure: Rf value: 0.27 (alumina, eluant: 95 parts by volume of methylene chloride+5 parts by volume of ethanol). Reaction SMILES: CO[C:3]1[C:12]([O:13][CH3:14])=[CH:11][CH:10]=[C:9]2[C:4]=1[CH2:5][CH2:6][CH:7]([NH:15][CH3:16])[CH2:8]2.[CH2:17]([OH:19])C>>[NH2:15][CH2:7][CH2:6][CH2:5][N:15]([CH3:16])[CH:7]1[CH2:6][CH2:5][C:4]2[C:9](=[CH:10][C:11]([O:19][CH3:17])=[C:12]([O:13][CH3:14])[CH:3]=2)[CH2:8]1. Starting materials: COC1=C2CCC(CC2=CC=C1OC)NC (5,6-Dimethoxy-2-methylamino-1,2,3,4-tetrahydronaphthalene), C(C)O (ethanol). The reactants are CC(C)(C)OC(=O)N1CC2CNCC2C1, COc1ccc(Cn2nc(I)c3c(Oc4ccc(N)cc4F)ccnc32)cc1, CS(C)=O, [Cu]I, [K+], [K+], O=C(O)C1CCCN1, O=C([O-])[O-]. Product: COc1ccc(Cn2nc(N3CC4CN(C(=O)OC(C)(C)C)CC4C3)c3c(Oc4ccc(N)cc4F)ccnc32)cc1. Reaction SMILES: [CH2:29]1[N:30]([C:37](=[O:38])[O:39][C:40]([CH3:41])([CH3:42])[CH3:43])[CH2:31][CH:32]2[CH:33]1[CH2:34][NH:35][CH2:36]2.[CH3:1][O:2][c:3]1[cH:4][cH:5][c:6]([CH2:7][n:8]2[n:9][c:10]([I:26])[c:11]3[c:12]2[n:13][cH:14][cH:15][c:16]3[O:17][c:18]2[c:19]([F:25])[cH:20][c:21]([NH2:24])[cH:22][cH:23]2)[cH:27][cH:28]1.[CH3:60][S:61]([CH3:62])=[O:63].[Cu:58][I:59].[K+:52].[K+:53].[NH:44]1[CH2:45][CH2:46][CH2:47][CH:48]1[C:49]([OH:50])=[O:51].[O-:54][C:55]([O-:56])=[O:57]>>[CH3:1][O:2][c:3]1[cH:4][cH:5][c:6]([CH2:7][n:8]2[n:9][c:10]([N:35]3[CH2:34][CH:33]4[CH2:29][N:30]([C:37](=[O:38])[O:39][C:40]([CH3:41])([CH3:42])[CH3:43])[CH2:31][CH:32]4[CH2:36]3)[c:11]3[c:12]2[n:13][cH:14][cH:15][c:16]3[O:17][c:18]2[c:19]([F:25])[cH:20][c:21]([NH2:24])[cH:22][cH:23]2)[cH:27][cH:28]1.